Task: describe an organic reaction: reactants, conditions, products, and yield. Dataset: the Open Reaction Database (ORD), a public repository of structured organic reaction records The reactants are C(C)(C)[Mg]Cl (isopropylmagnesium chloride), C(CCC)[Sn](Cl)(CCCC)CCCC (tributylchlorostannane), IC1=NN(C=2CCCCC12)C (3-Iodo-1-methyl-4,5,6,7-tetrahydro-1H-indazole), NaCl ice. Run in C1CCOC1 (THF), C1CCOC1 (THF). Reaction conditions: temperature -16 celsius, time 20 minute. Product: CN1N=C(C=2CCCCC12)[Sn](CCCC)(CCCC)CCCC (1-methyl-3-(tributylstannyl)-4,5,6,7-tetrahydro-1H-indazole). Reaction SMILES: I[C:2]1[C:10]2[CH2:9][CH2:8][CH2:7][CH2:6][C:5]=2[N:4]([CH3:11])[N:3]=1.C([Mg]Cl)(C)C.[CH2:17]([Sn:21]([CH2:27][CH2:28][CH2:29][CH3:30])([CH2:23][CH2:24][CH2:25][CH3:26])Cl)[CH2:18][CH2:19][CH3:20]>C1COCC1>[CH3:11][N:4]1[C:5]2[CH2:6][CH2:7][CH2:8][CH2:9][C:10]=2[C:2]([Sn:21]([CH2:23][CH2:24][CH2:25][CH3:26])([CH2:27][CH2:28][CH2:29][CH3:30])[CH2:17][CH2:18][CH2:19][CH3:20])=[N:3]1. Reported procedure: 3-Iodo-1-methyl-4,5,6,7-tetrahydro-1H-indazole (300 mg, 1.14 mmol) was dissolved in THF (3.00 mL). The colorless solution was cooled to −16° C. (NaCl/ice bath). isopropylmagnesium chloride 2 M in THF (641 μL, 1.28 mmol.12) was added dropwise at −16° C. The reaction mixture was stirred at −16° C. for 20 min. Then, tributylchlorostannane (428 mg, 357 μL, 1.32 mmol. 15) was added slowly. The reaction mixture was warmed to 25° C. and stirred for 1.5 h. The reaction mixture was quenched with saturate... Yields the product Nc1ncc(Sc2ccc(O)cc2)s1. Reaction SMILES: [C:1](=[O:2])([CH3:3])[NH:4][c:5]1[s:6][c:7]([S:10][c:11]2[cH:12][cH:13][c:14]([OH:17])[cH:15][cH:16]2)[cH:8][n:9]1.[CH3:19][CH2:20][OH:21].[ClH:18]>>[NH2:4][c:5]1[s:6][c:7]([S:10][c:11]2[cH:12][cH:13][c:14]([OH:17])[cH:15][cH:16]2)[cH:8][n:9]1. The reactants are CC(=O)Nc1ncc(Sc2ccc(O)cc2)s1, CCO, Cl.